This data is from the Open Reaction Database (ORD), a public repository of structured organic reaction records. The task is: describe an organic reaction: reactants, conditions, products, and yield Reported procedure: 4-Methoxybenzo(b)furan-2-carboxylic acid (44.0 g) and propargylamine (12 g) were dissolved in dimethylformamide (200 ml), and WSC (48.0 g), HOBt (43.0 g) and triethylamine (50 ml) were added thereto at room temperature. The mixture was stirred for 4 hr. The reaction mixture was poured into ice water and extracted with ethyl acetate. The organic layer was washed with saturated aqueous solution of ammonium chloride, dried over anhydrous sodium sulfate and concentrated under reduced pressure to giv... Reactants: CCN=C=NCCCN(C)C (WSC), C=1C=CC2=C(C1)N=NN2O (HOBt), ice water, COC1=CC=CC=2OC(=CC21)C(=O)O (4-Methoxybenzo(b)furan-2-carboxylic acid), C(C#C)N (propargylamine). As a reaction SMILES: [CH3:1][O:2][C:3]1[C:11]2[CH:10]=[C:9]([C:12]([OH:14])=O)[O:8][C:7]=2[CH:6]=[CH:5][CH:4]=1.[CH2:15]([NH2:18])[C:16]#[CH:17].CCN=C=NCCCN(C)C.C1C=CC2N(O)N=NC=2C=1>CN(C)C=O.C(N(CC)CC)C>[CH2:15]([NH:18][C:12]([C:9]1[O:8][C:7]2[CH:6]=[CH:5][CH:4]=[C:3]([O:2][CH3:1])[C:11]=2[CH:10]=1)=[O:14])[C:16]#[CH:17]. The yield is 90.1%. Reaction conditions: time 4 hour. Run in C(C)N(CC)CC (triethylamine), CN(C=O)C (dimethylformamide). The product is C(C#C)NC(=O)C1=CC2=C(O1)C=CC=C2OC (N-propargyl-4-methoxybenzo(b)furan-2-carboxamide). Starting materials: C(C)(CC)[B-](C1=CC=CC=C1)(C1=CC=CC=C1)C1=CC=CC=C1.[Li+] (lithium sec-butyltriphenylborate), F[B-](F)(F)F.C1(=CC=CC=C1)[S+](=O)(CC(=C(C#N)C#N)C1=CC=CC=C1)C1=CC=CC=C1 (diphenyl(3,3-dicyano-2-phenyl-2-propenyl)oxosulfonium tetrafluoroborate), O (water), resultant mixture. The solvent is C(C)#N (acetonitrile), C(C)#N (acetonitrile). The product is C(C)(CC)[B-](C1=CC=CC=C1)(C1=CC=CC=C1)C1=CC=CC=C1.C1(=CC=CC=C1)[S+](=O)(CC(=C(C#N)C#N)C1=CC=CC=C1)C1=CC=CC=C1 (diphenyl(3,3-dicyano-2-phenyl-2-propenyl) oxosulfonium-(sec-butyl)triphenylborate). Yield: 39.2%. As a reaction SMILES: [CH:1]([B-:5]([C:18]1[CH:23]=[CH:22][CH:21]=[CH:20][CH:19]=1)([C:12]1[CH:17]=[CH:16][CH:15]=[CH:14][CH:13]=1)[C:6]1[CH:11]=[CH:10][CH:9]=[CH:8][CH:7]=1)([CH2:3][CH3:4])[CH3:2].[Li+].F[B-](F)(F)F.[C:30]1([S+:36]([C:51]2[CH:56]=[CH:55][CH:54]=[CH:53][CH:52]=2)([CH2:38][C:39]([C:45]2[CH:50]=[CH:49][CH:48]=[CH:47][CH:46]=2)=[C:40]([C:43]#[N:44])[C:41]#[N:42])=[O:37])[CH:35]=[CH:34][CH:33]=[CH:32][CH:31]=1.O>C(#N)C>[CH:1]([B-:5]([C:18]1[CH:23]=[CH:22][CH:21]=[CH:20][CH:19]=1)([C:6]1[CH:7]=[CH:8][CH:9]=[CH:10][CH:11]=1)[C:12]1[CH:17]=[CH:16][CH:15]=[CH:14][CH:13]=1)([CH2:3][CH3:4])[CH3:2].[C:30]1([S+:36]([C:51]2[CH:56]=[CH:55][CH:54]=[CH:53][CH:52]=2)([CH2:38][C:39]([C:45]2[CH:46]=[CH:47][CH:48]=[CH:49][CH:50]=2)=[C:40]([C:41]#[N:42])[C:43]#[N:44])=[O:37])[CH:31]=[CH:32][CH:33]=[CH:34][CH:35]=1 |f:0.1,2.3,6.7|. Procedure: A solution of 3.35 g of lithium sec-butyltriphenylborate in 50 ml of acetonitrile was added to a solution of 5.00 g of diphenyl(3,3-dicyano-2-phenyl-2-propenyl)oxosulfonium tetrafluoroborate in 100 ml of acetonitrile, and the resultant mixture was stirred at room temperature for 30 minutes. Then, 200 ml of water was added. The resultant precipitate of a yellow oily component was recovered, and 100 ml of dichloromethane was added. The dichloromethane layer was washed with water, dried and concent... Starting materials: COc1cc(C2COc3c(C)c(C)c(NC(=O)CC(C)(C)C)c(C)c32)ccc1C(C)=O, CC(C)(C)[O-], Cc1ccccc1, C[P+](c1ccccc1)(c1ccccc1)c1ccccc1, [I-], [K+], O. Product: C=C(C)c1ccc(C2COc3c(C)c(C)c(NC(=O)CC(C)(C)C)c(C)c32)cc1OC. RXN SMILES: [C:28]([CH3:29])(=[O:30])[c:31]1[c:32]([O:57][CH3:58])[cH:33][c:34]([CH:37]2[CH2:38][O:39][c:40]3[c:41]2[c:42]([CH3:56])[c:43]([NH:48][C:49]([CH2:50][C:51]([CH3:52])([CH3:53])[CH3:54])=[O:55])[c:44]([CH3:47])[c:45]3[CH3:46])[cH:35][cH:36]1.[CH3:1][C:2]([CH3:3])([O-:4])[CH3:5].[CH3:60][c:61]1[cH:62][cH:63][cH:64][cH:65][cH:66]1.[CH3:8][P+:9]([c:10]1[cH:11][cH:12][cH:13][cH:14][cH:15]1)([c:16]1[cH:17][cH:18][cH:19][cH:20][cH:21]1)[c:22]1[cH:23][cH:24][cH:25][cH:26][cH:27]1.[I-:7].[K+:6].[OH2:59]>>[CH2:1]=[C:28]([CH3:29])[c:31]1[c:32]([O:57][CH3:58])[cH:33][c:34]([CH:37]2[CH2:38][O:39][c:40]3[c:41]2[c:42]([CH3:56])[c:43]([NH:48][C:49]([CH2:50][C:51]([CH3:52])([CH3:53])[CH3:54])=[O:55])[c:44]([CH3:47])[c:45]3[CH3:46])[cH:35][cH:36]1. Starting materials: CC(C)(C)c1ccc(CNCCc2ccc(Cl)cc2)cc1, ClCCCl, O=C(O)c1ccc(Cl)c2cc[nH]c12, ClCCl, Cl. The product is CC(C)(C)c1ccc(CN(CCc2ccc(Cl)cc2)C(=O)c2ccc(Cl)c3cc[nH]c23)cc1. RXN SMILES: [C:14]([CH3:15])([CH3:16])([CH3:17])[c:18]1[cH:19][cH:20][c:21]([CH2:22][NH:23][CH2:24][CH2:25][c:26]2[cH:27][cH:28][c:29]([Cl:32])[cH:30][cH:31]2)[cH:33][cH:34]1.[CH2:38]([Cl:39])[CH2:40][Cl:41].[Cl:1][c:2]1[c:3]2[cH:4][cH:5][nH:6][c:7]2[c:8]([C:11](=[O:12])[OH:13])[cH:9][cH:10]1.[Cl:35][CH2:36][Cl:37].[ClH:42]>>[Cl:1][c:2]1[c:3]2[cH:4][cH:5][nH:6][c:7]2[c:8]([C:11](=[O:13])[N:23]([CH2:22][c:21]2[cH:20][cH:19][c:18]([C:14]([CH3:15])([CH3:16])[CH3:17])[cH:34][cH:33]2)[CH2:24][CH2:25][c:26]2[cH:27][cH:28][c:29]([Cl:32])[cH:30][cH:31]2)[cH:9][cH:10]1. Starting materials: CC(=O)OC1CCC(c2cccnc2)C1, CO, [Na+], [OH-], O. RXN SMILES: [C:1](=[O:2])([CH3:3])[O:4][CH:5]1[CH2:6][CH:7]([c:10]2[cH:11][n:12][cH:13][cH:14][cH:15]2)[CH2:8][CH2:9]1.[CH3:19][OH:20].[Na+:17].[OH-:16].[OH2:18]>>[OH:4][CH:5]1[CH2:6][CH:7]([c:10]2[cH:11][n:12][cH:13][cH:14][cH:15]2)[CH2:8][CH2:9]1. The product is OC1CCC(c2cccnc2)C1.